Dataset: the Open Reaction Database (ORD), a public repository of structured organic reaction records. Task: describe an organic reaction: reactants, conditions, products, and yield Starting materials: CCC(C)CO, CC(Cl)OC(=O)Cl, ClCCl, c1ccncc1. Yields the product CCC(C)COC(=O)OC(C)Cl. Reaction SMILES: [CH3:14][CH:15]([CH2:16][OH:17])[CH2:18][CH3:19].[Cl:1][C:2](=[O:3])[O:4][CH:5]([CH3:6])[Cl:7].[Cl:20][CH2:21][Cl:22].[cH:8]1[cH:9][cH:10][n:11][cH:12][cH:13]1>>[C:2](=[O:3])([O:4][CH:5]([CH3:6])[Cl:7])[O:17][CH2:16][CH:15]([CH3:14])[CH2:18][CH3:19]. The reactants are CC(=O)O, CC1(C)CCCNC(=O)C1(Cl)Cl, [H][H]. Product: CC1(C)CCCNC(=O)C1Cl. Reaction SMILES: [CH3:15][C:16](=[O:17])[OH:18].[Cl:1][C:2]1([Cl:12])[C:3](=[O:11])[NH:4][CH2:5][CH2:6][CH2:7][C:8]1([CH3:9])[CH3:10].[H:13][H:14]>>[Cl:1][CH:2]1[C:3](=[O:11])[NH:4][CH2:5][CH2:6][CH2:7][C:8]1([CH3:9])[CH3:10].